describe an organic reaction: reactants, conditions, products, and yield From a dataset of the Open Reaction Database (ORD), a public repository of structured organic reaction records. Procedure details: To 5-allyloxy-1-[(2-thiophen-3-yl)ethyl]-1H-indole-2-carboxylic acid ethyl ester (1.36 g, 3.8 mmol) was added a mixture of dichloromethane:morpholine:water (100:10:2, 50 mL) followed by the addition of tetrakis(triphenylphosphine) palladium (0) (300 mg). After stilling at room temperature for 18 h, the reaction was partitioned between dichloromethane and water. The organic layer was washed with HCl (3N), NaHCO3, brine and dried over Na2SO4. Purification by flash column chromatography (silica gel... Reagents/catalysts: [Pd].C1(=CC=CC=C1)P(C1=CC=CC=C1)C1=CC=CC=C1.C1(=CC=CC=C1)P(C1=CC=CC=C1)C1=CC=CC=C1.C1(=CC=CC=C1)P(C1=CC=CC=C1)C1=CC=CC=C1.C1(=CC=CC=C1)P(C1=CC=CC=C1)C1=CC=CC=C1 (tetrakis(triphenylphosphine) palladium (0)). RXN SMILES: [CH2:1]([O:3][C:4]([C:6]1[N:7]([CH2:19][CH2:20][C:21]2[CH:25]=[CH:24][S:23][CH:22]=2)[C:8]2[C:13]([CH:14]=1)=[CH:12][C:11]([O:15]CC=C)=[CH:10][CH:9]=2)=[O:5])[CH3:2]>[Pd].C1(P(C2C=CC=CC=2)C2C=CC=CC=2)C=CC=CC=1.C1(P(C2C=CC=CC=2)C2C=CC=CC=2)C=CC=CC=1.C1(P(C2C=CC=CC=2)C2C=CC=CC=2)C=CC=CC=1.C1(P(C2C=CC=CC=2)C2C=CC=CC=2)C=CC=CC=1.ClCCl.N1CCOCC1.O>[CH2:1]([O:3][C:4]([C:6]1[N:7]([CH2:19][CH2:20][C:21]2[CH:25]=[CH:24][S:23][CH:22]=2)[C:8]2[C:13]([CH:14]=1)=[CH:12][C:11]([OH:15])=[CH:10][CH:9]=2)=[O:5])[CH3:2] |f:1.2.3.4.5,6.7.8|. Yield: 108.5%. The reactants are C(C)OC(=O)C=1N(C2=CC=C(C=C2C1)OCC=C)CCC1=CSC=C1 (5-allyloxy-1-[(2-thiophen-3-yl)ethyl]-1H-indole-2-carboxylic acid ethyl ester). Conditions: time 18 hour. The product is C(C)OC(=O)C=1N(C2=CC=C(C=C2C1)O)CCC1=CSC=C1 (5-Hydroxy-1-[(2-thiophen-3-yl)ethyl]-1H-indole-2-carboxylic Acid Ethyl Ester). Solvent: ClCCl.N1CCOCC1.O (dichloromethane morpholine water). Starting materials: Cc1ccc(N2C(=O)c3cccc4c(Br)ccc(c34)C2=O)cc1, OCCO, [Na+], [OH-], O. Yields the product Cc1ccc(N2C(=O)c3cccc4c(OCCO)ccc(c34)C2=O)cc1. RXN SMILES: [Br:1][c:2]1[cH:3][cH:4][c:5]2[c:14]3[c:9]([cH:10][cH:11][cH:12][c:13]13)[C:8](=[O:15])[N:7]([c:16]1[cH:17][cH:18][c:19]([CH3:22])[cH:20][cH:21]1)[C:6]2=[O:23].[CH2:26]([CH2:27][OH:28])[OH:29].[Na+:25].[OH-:24].[OH2:30]>>[c:2]1([O:29][CH2:26][CH2:27][OH:28])[cH:3][cH:4][c:5]2[c:14]3[c:9]([cH:10][cH:11][cH:12][c:13]13)[C:8](=[O:15])[N:7]([c:16]1[cH:17][cH:18][c:19]([CH3:22])[cH:20][cH:21]1)[C:6]2=[O:23]. Reactants: [OH-].[Na+] (NaOH), [Na+].[Cl-] (NaCl), C(C1=CC=CC=C1)(=O)C1CCNCC1 (4-benzoyl-piperidine), (+)-DIP-Cl, C(C)=O (acetaldehyde). Run in ClCCl (dichloromethane), ClCCl (dichloromethane). Reaction conditions: temperature 3.5 celsius, time 72 hour. Product: C1(=CC=CC=C1)C(O)C1CCNCC1 ((+)-α-phenyl4-piperidinemethanol). Isolated yield 90.0%. Reaction SMILES: [C:1]([CH:9]1[CH2:14][CH2:13][NH:12][CH2:11][CH2:10]1)(=[O:8])[C:2]1[CH:7]=[CH:6][CH:5]=[CH:4][CH:3]=1.C(=O)C.[OH-].[Na+].[Na+].[Cl-]>ClCCl>[C:2]1([CH:1]([CH:9]2[CH2:14][CH2:13][NH:12][CH2:11][CH2:10]2)[OH:8])[CH:3]=[CH:4][CH:5]=[CH:6][CH:7]=1 |f:2.3,4.5|. Procedure: 4-benzoyl-piperidine (2.0 g, 10.6 mmol) was added over a solution of 6.8 g of (+)-B-chlorodiisopinocanfeilboran ((+)-DIP-Cl) (21.25 mmol) in dichloromethane (20 mL, dry) cooled down to 3-4° C. After reacting for 72 h, 2.0 mL of acetaldehyde (35.46 mmol) were added and stirred at room temperature for 3 h. 24 mL of an aqueous NaOH (6N) solution, dichloromethane and saturated aqueous NaCl solution were added. The phases were separated and the usual treatment of the organic phase provided (+)-α-phen...